Dataset: the Open Reaction Database (ORD), a public repository of structured organic reaction records. Task: describe an organic reaction: reactants, conditions, products, and yield Reactants: CCOC(=O)C(=O)c1ccc(OC)cc1, CC(=O)[O-], CCO, Cl, NO, [Na+]. Yields the product CCOC(=O)C(=NO)c1ccc(OC)cc1. RXN SMILES: [CH3:1][O:2][c:3]1[cH:4][cH:5][c:6]([C:9]([C:10](=[O:11])[O:12][CH2:13][CH3:14])=[O:15])[cH:7][cH:8]1.[CH3:20][C:21](=[O:22])[O-:23].[CH3:24][CH2:25][OH:26].[ClH:16].[NH2:17][OH:18].[Na+:19]>>[CH3:1][O:2][c:3]1[cH:4][cH:5][c:6]([C:9]([C:10](=[O:11])[O:12][CH2:13][CH3:14])=[N:17][OH:18])[cH:7][cH:8]1. Run at time 1 hour. As a reaction SMILES: [CH2:1]([O:8][C:9]([N:11]1[CH2:16][CH2:15][CH:14]([CH2:17][NH:18][C:19]2[CH:24]=[C:23]([CH3:25])[N:22]=[C:21]([NH:26]CC3C=CC(OC)=CC=3OC)[N:20]=2)[CH2:13][CH2:12]1)=[O:10])[C:2]1[CH:7]=[CH:6][CH:5]=[CH:4][CH:3]=1.FC(F)(F)C(O)=O>C(Cl)Cl>[CH2:1]([O:8][C:9]([N:11]1[CH2:12][CH2:13][CH:14]([CH2:17][NH:18][C:19]2[CH:24]=[C:23]([CH3:25])[N:22]=[C:21]([NH2:26])[N:20]=2)[CH2:15][CH2:16]1)=[O:10])[C:2]1[CH:7]=[CH:6][CH:5]=[CH:4][CH:3]=1. Reactants: C(C1=CC=CC=C1)OC(=O)N1CCC(CC1)CNC1=NC(=NC(=C1)C)NCC1=C(C=C(C=C1)OC)OC (4-{[2-(2,4-dimethoxy-benzylamino)-6-methyl-pyrimidin-4-ylamino]-methyl}-piperidine-1-carboxylic acid benzyl ester), FC(C(=O)O)(F)F (trifluoroacetic acid). The solvent is C(Cl)Cl (CH2Cl2). Product: C(C1=CC=CC=C1)OC(=O)N1CCC(CC1)CNC1=NC(=NC(=C1)C)N (4-[(2-amino-6-methyl-pyrimidin-4-ylamino)-methyl]-piperidine-1-carboxylic acid benzyl ester). Procedure details: To a stirred solution of the 4-{[2-(2,4-dimethoxy-benzylamino)-6-methyl-pyrimidin-4-ylamino)-methyl}-piperidine-1-carboxylic acid benzyl ester from Step 1 above (0.4 g, 0.79 mmol) in CH2Cl2 (5 mL) was added trifluoroacetic acid (1 mL). The resulting reaction solution was stirred at rt for 1 h, then concentrated in vacuo. The residue was purified by silica gel chromatography (1–10 (10% NH4OH in MeOH)/99–90 CH2Cl2) to give 4-[(2-amino-6-methyl-pyrimidin-4-ylamino)-methyl]-piperidine-1-carboxylic a... Starting materials: O (water), NaBO3, CN1N=CC(=C1)C1=CN=C2C(=N1)N(N=N2)C[C@@H]2CN(CCO2)C2=NC=C(C=N2)B2OC(C(O2)(C)C)(C)C ((S)-2-((6-(1-methyl-1H-pyrazol-4-yl)-1H-[1,2,3]triazolo[4,5-b]pyrazin-1-yl)methyl)-4-(5-(4,4,5,5-tetramethyl-1,3,2-dioxaborolane-2-yl)pyrimidin-2-yl)morpholine). Solvent: C1CCOC1 (THF). Reaction conditions: time 1 hour. The product is CN1N=CC(=C1)C1=CN=C2C(=N1)N(N=N2)C[C@H]2OCCN(C2)C2=NC=C(C=N2)O ((S)-2-(2-((6-(1-methyl-1H-pyrazol-4-yl)-1H-[1,2,3]triazolo[4,5-b]pyrazin-1-yl)methyl)morpholino)pyrimidin-5-ol). Yield: 63.0%. Reaction SMILES: [CH3:1][N:2]1[CH:6]=[C:5]([C:7]2[N:12]=[C:11]3[N:13]([CH2:16][C@H:17]4[O:22][CH2:21][CH2:20][N:19]([C:23]5[N:28]=[CH:27][C:26](B6OC(C)(C)C(C)(C)O6)=[CH:25][N:24]=5)[CH2:18]4)[N:14]=[N:15][C:10]3=[N:9][CH:8]=2)[CH:4]=[N:3]1.[OH2:38]>C1COCC1>[CH3:1][N:2]1[CH:6]=[C:5]([C:7]2[N:12]=[C:11]3[N:13]([CH2:16][C@@H:17]4[CH2:18][N:19]([C:23]5[N:24]=[CH:25][C:26]([OH:38])=[CH:27][N:28]=5)[CH2:20][CH2:21][O:22]4)[N:14]=[N:15][C:10]3=[N:9][CH:8]=2)[CH:4]=[N:3]1. Procedure details: (S)-2-((6-(1-methyl-1H-pyrazol-4-yl)-1H-[1,2,3]triazolo[4,5-b]pyrazin-1-yl)methyl)-4-(5-(4,4,5,5-tetramethyl-1,3,2-dioxaborolane-2-yl)pyrimidin-2-yl)morpholine 109 mg (0.22 mmol) was dissolved in THF 3 ml and distilled water 3 ml, and NaBO3 65 mg (0.651 mmol) was added. The mixture was stirred at room temperature for 1 hour. When the reaction was completed, the reaction mixture was extracted with MC and water, and the organic layer was dried over Na2SO4. Prep LC with 4% MeOH/MC gave a product 54... Reactants: [Al+3].[Cl-].[Cl-].[Cl-] (AlCl3), acid bromide, C1(=CC=CC=C1)CCCCCCCC (1-phenyloctane), BrCC(=O)Br (Bromoacetyl bromide). Solvent: ClCCCl (1,2-dichloroethane). Run at time 2 hour. The product is BrCC(=O)C1=CC=C(C=C1)CCCCCCCC (2-Bromo-1-(4-octyl-phenyl)-ethanone). Isolated yield 56.8%. As a reaction SMILES: [Al+3].[Cl-].[Cl-].[Cl-].[C:5]1([CH2:11][CH2:12][CH2:13][CH2:14][CH2:15][CH2:16][CH2:17][CH3:18])[CH:10]=[CH:9][CH:8]=[CH:7][CH:6]=1.[Br:19][CH2:20][C:21](Br)=[O:22]>ClCCCl>[Br:19][CH2:20][C:21]([C:8]1[CH:9]=[CH:10][C:5]([CH2:11][CH2:12][CH2:13][CH2:14][CH2:15][CH2:16][CH2:17][CH3:18])=[CH:6][CH:7]=1)=[O:22] |f:0.1.2.3|. Procedure: To a flame dried round bottom flask equipped with a magnetic stirbar under an inert atmosphere was added AlCl3 (5.47 g; 41 mmol) followed by 1,2-dichloroethane (22 mL). The stirring suspension was then brought to 0° C. and 1-phenyloctane (7.99 mL, 36 mmol) was added in one portion. Bromoacetyl bromide (3.75 mL, 43 mmol) was then added dropwise over a period of 10 minutes. Upon completing addition of the acid bromide, the reaction mixture was brought to rt and stirred for 2 h. The reaction mixtur... The reactants are Cc1nc2c(n1-c1ccc(C(=O)O)cc1C(F)(F)F)CCCC2, CN(C)C=O, CCN(C(C)C)C(C)C, CC(N)c1nc2cc(Cl)ccc2[nH]1, Cl. Product: Cc1nc2c(n1-c1ccc(C(=O)NC(C)c3nc4cc(Cl)ccc4[nH]3)cc1C(F)(F)F)CCCC2. As a reaction SMILES: [CH3:1][c:2]1[n:3][c:4]2[c:5]([n:6]1-[c:7]1[c:8]([C:16]([F:17])([F:18])[F:19])[cH:9][c:10]([C:11](=[O:12])[OH:13])[cH:14][cH:15]1)[CH2:20][CH2:21][CH2:22][CH2:23]2.[CH3:47][N:48]([CH3:49])[CH:50]=[O:51].[CH:24]([N:25]([CH:26]([CH3:27])[CH3:28])[CH2:29][CH3:30])([CH3:31])[CH3:32].[Cl:33][c:34]1[cH:35][c:36]2[c:37]([nH:38][c:39]([CH:41]([CH3:42])[NH2:43])[n:40]2)[cH:44][cH:45]1.[Cl:46]>>[CH3:1][c:2]1[n:3][c:4]2[c:5]([n:6]1-[c:7]1[c:8]([C:16]([F:17])([F:18])[F:19])[cH:9][c:10]([C:11](=[O:12])[NH:43][CH:41]([c:39]3[nH:38][c:37]4[c:36]([cH:35][c:34]([Cl:33])[cH:45][cH:44]4)[n:40]3)[CH3:42])[cH:14][cH:15]1)[CH2:20][CH2:21][CH2:22][CH2:23]2.